Dataset: the Open Reaction Database (ORD), a public repository of structured organic reaction records. Task: describe an organic reaction: reactants, conditions, products, and yield Reactants: N1=NC(=CC=C1)CNCCN (N-(3-pyridazinylmethyl)ethylenediamine), CN(CCN=C=S)C (2-dimethylaminoethyl isothiocyanate). Product: CN(CCNC(=S)NCCNCC=1N=NC=CC1)C (N-(2-Dimethylaminoethyl)-N'-[2-(3-pyridazinylmethylamino)-ethyl]thiourea). As a reaction SMILES: [N:1]1[CH:6]=[CH:5][CH:4]=[C:3]([CH2:7][NH:8][CH2:9][CH2:10][NH2:11])[N:2]=1.[CH3:12][N:13]([CH3:19])[CH2:14][CH2:15][N:16]=[C:17]=[S:18]>>[CH3:12][N:13]([CH3:19])[CH2:14][CH2:15][NH:16][C:17]([NH:11][CH2:10][CH2:9][NH:8][CH2:7][C:3]1[N:2]=[N:1][CH:6]=[CH:5][CH:4]=1)=[S:18]. Procedure details: Reacting N-(3-pyridazinylmethyl)ethylenediamine with 2-dimethylaminoethyl isothiocyanate by the procedure of Example 40 gives the title compound. The reactants are COC(NC(C(C)C)C(=O)N1C(CCC1)C=1NC(=CN1)C1=CC=C(C=C1)B1OC(C(O1)(C)C)(C)C)=O ([2-Methyl-1-(2-{5-[4-(4,4,5,5-tetramethyl-[1,3,2]dioxaborolan-2-yl)-phenyl]-1H-imidazol-2-yl}-pyrrolidine-1-carbonyl)-propyl]-carbamic acid methyl ester), C(C)(C)(C)OC(=O)N1C(CC(C1)=C)C(=O)O (4-Methylene-pyrrolidine-1,2-dicarboxylic acid 1-tert-butyl ester). The product is C(C)(C)(C)OC(=O)N1C(CC(C1)=C)C=1NC(=CN1)C1=CC=C(C=C1)B1OC(C(O1)(C)C)(C)C (4-Methylene-2-{5-[4-(4,4,5,5-tetramethyl-[1,3,2]dioxaborolan-2-yl)-phenyl]-1H-imidazol-2-yl}-pyrrolidine-1-carboxylic acid tert-butyl ester). Reaction SMILES: COC(=O)NC(C(N1CCCC1C1[NH:17][C:18]([C:21]2[CH:26]=[CH:25][C:24]([B:27]3[O:31][C:30]([CH3:33])([CH3:32])[C:29]([CH3:35])([CH3:34])[O:28]3)=[CH:23][CH:22]=2)=[CH:19][N:20]=1)=O)C(C)C.[C:37]([O:41][C:42]([N:44]1[CH2:48][C:47](=[CH2:49])[CH2:46][CH:45]1[C:50](O)=O)=[O:43])([CH3:40])([CH3:39])[CH3:38]>>[C:37]([O:41][C:42]([N:44]1[CH2:48][C:47](=[CH2:49])[CH2:46][CH:45]1[C:50]1[NH:17][C:18]([C:21]2[CH:22]=[CH:23][C:24]([B:27]3[O:31][C:30]([CH3:33])([CH3:32])[C:29]([CH3:35])([CH3:34])[O:28]3)=[CH:25][CH:26]=2)=[CH:19][N:20]=1)=[O:43])([CH3:38])([CH3:39])[CH3:40]. Procedure: This compound was made using the same procedure used to make [2-Methyl-1-(2-{5-[4-(4,4,5,5-tetramethyl-[1,3,2]dioxaborolan-2-yl)-phenyl]-1H-imidazol-2-yl}-pyrrolidine-1-carbonyl)-propyl]-carbamic acid methyl ester using 4-Methylene-pyrrolidine-1,2-dicarboxylic acid 1-tert-butyl ester. LCMS-ESI+: calc'd for C25H34BN3O4: 451.26 (M+); Found: 452.33 (M+H+). The reactants are CN(C(CN1CCN(CC1)C1=CC=NC2=CC=C(C=C12)C=1C(=NN(C1)C(C1=CC=CC=C1)(C1=CC=CC=C1)C1=CC=CC=C1)C)=O)C (N,N-dimethyl-2-{4-[6-(3-methyl-1-trityl-1H-4-pyrazolyl)-4-quinolyl]piperazin-1-yl}acetamide), FC(C(=O)O)(F)F (trifluoroacetic acid). Yields the product CN(C(CN1CCN(CC1)C1=CC=NC2=CC=C(C=C12)C=1C(=NNC1)C)=O)C (N,N-Dimethyl-2-{4-[6-(3-methyl-1H-4-pyrazolyl)-4-quinolyl]piperazin-1-yl}acetamide). The yield is 16.0%. As a reaction SMILES: [CH3:1][N:2]([CH3:47])[C:3](=[O:46])[CH2:4][N:5]1[CH2:10][CH2:9][N:8]([C:11]2[C:20]3[C:15](=[CH:16][CH:17]=[C:18]([C:21]4[C:22]([CH3:45])=[N:23][N:24](C(C5C=CC=CC=5)(C5C=CC=CC=5)C5C=CC=CC=5)[CH:25]=4)[CH:19]=3)[N:14]=[CH:13][CH:12]=2)[CH2:7][CH2:6]1.FC(F)(F)C(O)=O>>[CH3:47][N:2]([CH3:1])[C:3](=[O:46])[CH2:4][N:5]1[CH2:10][CH2:9][N:8]([C:11]2[C:20]3[C:15](=[CH:16][CH:17]=[C:18]([C:21]4[C:22]([CH3:45])=[N:23][NH:24][CH:25]=4)[CH:19]=3)[N:14]=[CH:13][CH:12]=2)[CH2:7][CH2:6]1. Procedure: 82 mg N,N-dimethyl-2-{4-[6-(3-methyl-1-trityl-1H-4-pyrazolyl)-4-quinolyl]piperazin-1-yl}acetamide obtained in Example 191 and 1 mL trifluoroacetic acid were reacted in the same manner as in Example 165, to give 8 mg of the title compound as pale yellow crystals. Reactants: BrC1=C(C(C(=O)OCC)=CC(=C1)[N+](=O)[O-])O (ethyl 3-bromo-5-nitrosalicylate), P(=O)(Cl)(Cl)Cl (phosphorus oxychloride). The solvent is CN(C)C=O (DMF). Conditions: temperature 90 celsius. The product is ClC1=C(C(=O)OCC)C=C(C=C1Br)[N+](=O)[O-] (ethyl 2-chloro-3-bromo-5-nitrobenzoate). The yield is 88.9%. Reaction SMILES: [Br:1][C:2]1[CH:12]=[C:11]([N+:13]([O-:15])=[O:14])[CH:10]=[C:4]([C:5]([O:7][CH2:8][CH3:9])=[O:6])[C:3]=1O.P(Cl)(Cl)([Cl:19])=O>CN(C=O)C>[Cl:19][C:3]1[C:2]([Br:1])=[CH:12][C:11]([N+:13]([O-:15])=[O:14])=[CH:10][C:4]=1[C:5]([O:7][CH2:8][CH3:9])=[O:6]. Reported procedure: 2.38 kg (8.2 mol) of ethyl 3-bromo-5-nitrosalicylate was dissolved in 3000 ml of DMF, followed by the dropwise addition of 1.26 kg of phosphorus oxychloride at room temperature. The obtained mixture was heated to 90° C. and then maintained at that temperature under heating for 10 hours. The obtained mixture was cooled and then concentrated under reduced pressure. The obtained residue was dissolved in ethyl acetate and the obtained solution was washed with water, dehydrated and concentrated under... Starting materials: CC(NC(=O)c1ccc(C(=O)N2CCNC(=O)C2CNC(=O)OC(C)(C)C)c(Cl)c1)c1nc2cc(Cl)ccc2[nH]1, Cl, O=C(O)C(F)(F)F. The product is CC(NC(=O)c1ccc(C(=O)N2CCNC(=O)C2CN)c(Cl)c1)c1nc2cc(Cl)ccc2[nH]1. Reaction SMILES: [C:1]([O:2][C:3](=[O:4])[NH:8][CH2:9][CH:10]1[N:11]([C:17](=[O:18])[c:19]2[c:20]([Cl:40])[cH:21][c:22]([C:23](=[O:24])[NH:25][CH:26]([CH3:27])[c:28]3[n:29][c:30]4[c:31]([nH:32]3)[cH:33][cH:34][c:35]([Cl:37])[cH:36]4)[cH:38][cH:39]2)[CH2:12][CH2:13][NH:14][C:15]1=[O:16])([CH3:5])([CH3:6])[CH3:7].[Cl:48].[OH:41][C:42]([C:43]([F:44])([F:45])[F:46])=[O:47]>>[NH2:8][CH2:9][CH:10]1[N:11]([C:17](=[O:18])[c:19]2[c:20]([Cl:40])[cH:21][c:22]([C:23](=[O:24])[NH:25][CH:26]([CH3:27])[c:28]3[n:29][c:30]4[c:31]([nH:32]3)[cH:33][cH:34][c:35]([Cl:37])[cH:36]4)[cH:38][cH:39]2)[CH2:12][CH2:13][NH:14][C:15]1=[O:16].